Dataset: the Open Reaction Database (ORD), a public repository of structured organic reaction records. Task: describe an organic reaction: reactants, conditions, products, and yield Reactants: O=C([O-])[O-], CCCBr, COC(=O)c1cccc2[nH]c(C)nc12, CN(C)C=O, [K+], [K+], O. Yields the product CCCn1c(C)nc2c(C(=O)OC)cccc21. Reaction SMILES: [C:15](=[O:16])([O-:17])[O-:18].[CH2:21]([CH2:22][CH3:23])[Br:24].[CH3:1][c:2]1[n:3][c:4]2[c:5]([nH:6]1)[cH:7][cH:8][cH:9][c:10]2[C:11](=[O:12])[O:13][CH3:14].[CH3:26][N:27]([CH3:28])[CH:29]=[O:30].[K+:19].[K+:20].[OH2:25]>>[CH3:1][c:2]1[n:3][c:4]2[c:5]([n:6]1[CH2:21][CH2:22][CH3:23])[cH:7][cH:8][cH:9][c:10]2[C:11](=[O:12])[O:13][CH3:14]. The solvent is C1(=CC=CC=C1)C (toluene). Product: [Si](C1=CC=CC=C1)(C1=CC=CC=C1)(C(C)(C)C)OCCC(CP(OCC)(OCC)=O)(F)F (diethyl 4-(tert-butyldiphenylsilyloxy)-2,2-difluorobutylphosphonate). Procedure details: A solution of diethyl 4-(tert-butyldiphenylsilyloxy)-3-phenoxythiocarbonyloxy-2,2-difluorobutylphosphonate (1 mmole) in toluene (1 mL) was treated with tri-n-butyltin hydride (1.5 mmole) and AIBN (0.1 mmole), and the resulting reaction mixture was heated to reflux for 2 h. Evaporation and chromatography gave diethyl 4-(tert-butyldiphenylsilyloxy)-2,2-difluorobutylphosphonate as a clear oil. As a reaction SMILES: [Si:1]([O:18][CH2:19][CH:20](OC(OC1C=CC=CC=1)=S)[C:21]([F:32])([F:31])[CH2:22][P:23](=[O:30])([O:27][CH2:28][CH3:29])[O:24][CH2:25][CH3:26])([C:14]([CH3:17])([CH3:16])[CH3:15])([C:8]1[CH:13]=[CH:12][CH:11]=[CH:10][CH:9]=1)[C:2]1[CH:7]=[CH:6][CH:5]=[CH:4][CH:3]=1.C([SnH](CCCC)CCCC)CCC.CC(N=NC(C#N)(C)C)(C#N)C>C1(C)C=CC=CC=1>[Si:1]([O:18][CH2:19][CH2:20][C:21]([F:32])([F:31])[CH2:22][P:23](=[O:30])([O:24][CH2:25][CH3:26])[O:27][CH2:28][CH3:29])([C:14]([CH3:17])([CH3:16])[CH3:15])([C:8]1[CH:13]=[CH:12][CH:11]=[CH:10][CH:9]=1)[C:2]1[CH:7]=[CH:6][CH:5]=[CH:4][CH:3]=1. Starting materials: [Si](C1=CC=CC=C1)(C1=CC=CC=C1)(C(C)(C)C)OCC(C(CP(OCC)(OCC)=O)(F)F)OC(=S)OC1=CC=CC=C1 (diethyl 4-(tert-butyldiphenylsilyloxy)-3-phenoxythiocarbonyloxy-2,2-difluorobutylphosphonate), C(CCC)[SnH](CCCC)CCCC (tri-n-butyltin hydride), CC(C)(C#N)N=NC(C)(C)C#N (AIBN). Reactants: C1(CC1)N(C1=NC(=NN2C1=NC=C2C#N)S(=O)(=O)C)CC2=CC=C(C=C2)OC (4-(cyclopropyl(4-methoxybenzyl)amino)-2-(methylsulfonyl)imidazo[2,1-f][1,2,4]triazine-7-carbonitrile), NC1=CC=CC(=N1)C#N (6-aminopicolinonitrile). The product is C(#N)C1=CC=CC(=N1)NC1=NN2C(C(=N1)NC1CC1)=NC=C2C#N (2-((6-cyanopyridin-2-yl)amino)-4-(cyclopropylamino)imidazo[2,1-f][1,2,4]triazine-7-carbonitrile). Reaction SMILES: [CH:1]1([N:4](CC2C=CC(OC)=CC=2)[C:5]2[C:10]3=[N:11][CH:12]=[C:13]([C:14]#[N:15])[N:9]3[N:8]=[C:7](S(C)(=O)=O)[N:6]=2)[CH2:3][CH2:2]1.[NH2:29][C:30]1[N:35]=[C:34]([C:36]#[N:37])[CH:33]=[CH:32][CH:31]=1>>[C:36]([C:34]1[N:35]=[C:30]([NH:29][C:7]2[N:6]=[C:5]([NH:4][CH:1]3[CH2:2][CH2:3]3)[C:10]3=[N:11][CH:12]=[C:13]([C:14]#[N:15])[N:9]3[N:8]=2)[CH:31]=[CH:32][CH:33]=1)#[N:37]. Procedure: The compound was prepared starting from 4-(cyclopropyl(4-methoxybenzyl)amino)-2-(methylsulfonyl)imidazo[2,1-f][1,2,4]triazine-7-carbonitrile (50 mg, 0.125 mmol) and 6-aminopicolinonitrile (17.94 mg, 0.151 mmol) using the procedure for Example 1E. Material was carried forward into the next step as is. The product is FC1=C(C=C(C=C1)C#C[Si](C)(C)C)CCCC#N (4-(2-Fluoro-5-trimethylsilanylethynyl-phenyl)-butyronitrile). Conditions: temperature 85 celsius. The yield is 71.0%. Reactants: BrC=1C=CC(=C(C1)CCCC#N)F (4-(5-Bromo-2-fluoro-phenyl)-butyronitrile), C[Si](C)(C)C#C (trimethylsilylacetylene), Cl (HCl). Reagents/catalysts: [Cu]I (CuI), Cl[Pd]([P](C1=CC=CC=C1)(C2=CC=CC=C2)C3=CC=CC=C3)([P](C4=CC=CC=C4)(C5=CC=CC=C5)C6=CC=CC=C6)Cl (dichlorbis(triphenylphospine)palladium). Reaction SMILES: Br[C:2]1[CH:3]=[CH:4][C:5]([F:13])=[C:6]([CH2:8][CH2:9][CH2:10][C:11]#[N:12])[CH:7]=1.[CH3:14][Si:15]([C:18]#[CH:19])([CH3:17])[CH3:16].Cl>C(NCC)C.CN(C=O)C.C(OCC)(=O)C.[Cu]I.Cl[Pd](Cl)([P](C1C=CC=CC=1)(C1C=CC=CC=1)C1C=CC=CC=1)[P](C1C=CC=CC=1)(C1C=CC=CC=1)C1C=CC=CC=1>[F:13][C:5]1[CH:4]=[CH:3][C:2]([C:19]#[C:18][Si:15]([CH3:17])([CH3:16])[CH3:14])=[CH:7][C:6]=1[CH2:8][CH2:9][CH2:10][C:11]#[N:12] |^1:41,60|. Procedure: To a stirred solution of 4-(5-Bromo-2-fluoro-phenyl)-butyronitrile (0.37 g, 1.52 mmol) in diethyl amine (6 mL) and DMF (2 mL) was added triphenylphosine (0.08 g, 0.31 mmol), trimethylsilylacetylene (0.23 ml, 1.7 mmol), CuI (0.015 g, 0.076 mmol), and dichlorbis(triphenylphospine)palladium (0.054 g, 0.076 mmol). The reaction was heated at 85° C. for 12 h and then cooled to room temperature. The reaction was diluted with ethyl acetate (20 mL) and then poured into 0.1 N HCl (20 mL) and extracted wit... Run in C(C)NCC (diethyl amine), CN(C)C=O (DMF), C(C)(=O)OCC (ethyl acetate).